Dataset: the Open Reaction Database (ORD), a public repository of structured organic reaction records. Task: describe an organic reaction: reactants, conditions, products, and yield Reactants: COS(=O)(=O)C(F)(F)F (methyltriflate), ClC1=CC=2C(=C3N=C4C=CC=CC4=C3NC2C=C1)Cl (2-Chloro-11-chloroquindoline), O(S(=O)(=O)C(F)(F)F)C (methyl triflate). Solvent: C1(=CC=CC=C1)C (toluene), C1(=CC=CC=C1)C (toluene). Run at time 20 hour. Yields the product Cl.ClC1=CC=2C(=C3N=C4C=CC=CC4=C3[NH+](C2C=C1)C)Cl (2-Chloro-5-methyl-11-chloroquindolinium Hydrochloride). As a reaction SMILES: [Cl:1][C:2]1[CH:18]=[CH:17][C:16]2[NH:15][C:14]3[C:6]([N:7]=[C:8]4[C:13]=3[CH:12]=[CH:11][CH:10]=[CH:9]4)=[C:5]([Cl:19])[C:4]=2[CH:3]=1.[CH3:20]OS(C(F)(F)F)(=O)=O>C1(C)C=CC=CC=1>[ClH:1].[Cl:1][C:2]1[CH:18]=[CH:17][C:16]2[NH+:15]([CH3:20])[C:14]3[C:6]([N:7]=[C:8]4[C:13]=3[CH:12]=[CH:11][CH:10]=[CH:9]4)=[C:5]([Cl:19])[C:4]=2[CH:3]=1 |f:3.4|. Procedure details: To a suspension of 2-chloro-11-chloroquindoline from Example 49 (0.3 g, 1.0 mmol) in anhydrous toluene (12 mL) was added methyltriflate (0.25 mL, 200 mol %). The reaction mixture was stirred for 20 h at rt after which TLC analysis still showed starting material. Additional methyl triflate (100 mol %) and toluene (5 mL) were added. The reaction mixture was stirred overnight, filtered, washed with ether and dried to afford the crude title compound; MS (-FAB, m/z) 149. As a reaction SMILES: [CH3:1][O:2][C:3](=[O:16])[CH:4]([CH2:8][C:9]1[CH:14]=[CH:13][C:12]([F:15])=[CH:11][CH:10]=1)[C:5]([OH:7])=O.[CH:17]1([C:23]2([CH2:29][N:30]3[CH:34]=[N:33][CH:32]=[N:31]3)[CH2:28][CH2:27][NH:26][CH2:25][CH2:24]2)[CH2:22][CH2:21][CH2:20][CH2:19][CH2:18]1.ON1C2C=CC=CC=2N=N1.CN1CCOCC1.CN(C)CCCN=C=NCC.[Cl-].[NH4+]>CN(C)C=O>[CH3:1][O:2][C:3](=[O:16])[CH:4]([CH2:8][C:9]1[CH:14]=[CH:13][C:12]([F:15])=[CH:11][CH:10]=1)[C:5]([N:26]1[CH2:25][CH2:24][C:23]([CH:17]2[CH2:18][CH2:19][CH2:20][CH2:21][CH2:22]2)([CH2:29][N:30]2[CH:34]=[N:33][CH:32]=[N:31]2)[CH2:28][CH2:27]1)=[O:7] |f:5.6|. The solvent is CN(C=O)C (N,N-dimethylformamide). Procedure details: To a solution of 2-(4-fluoro-benzyl)-malonic acid monomethyl ester, 56, (47.5 mg, 0.21 mmol), 4-cyclohexyl-4-[1,2,4]triazol-1-ylmethyl-piperidine, 18, (50 mg, 0.20 mmol), 1-hydroxybenzotriazole (54 mg, 0.40 mmol), 4-methylmorpholine (88 □l, 0.80 mmol) in N,N-dimethylformamide (7 mL) is added 1-(3-dimethylaminopropyl)-3-ethylcarbodiimide (50 mg, 0.26 mmol). The reaction mixture is stirred overnight and then aqueous ammonium chloride is added. The reaction is extracted with ethyl acetate, and the ... Conditions: time 8 hour. The reactants are [Cl-].[NH4+] (ammonium chloride), COC(C(C(=O)O)CC1=CC=C(C=C1)F)=O (2-(4-fluoro-benzyl)-malonic acid monomethyl ester), C1(CCCCC1)C1(CCNCC1)CN1N=CN=C1 (4-cyclohexyl-4-[1,2,4]triazol-1-ylmethyl-piperidine), ON1N=NC2=C1C=CC=C2 (1-hydroxybenzotriazole), CN1CCOCC1 (4-methylmorpholine), CN(CCCN=C=NCC)C (1-(3-dimethylaminopropyl)-3-ethylcarbodiimide). Yields the product COC(C(C(=O)N1CCC(CC1)(CN1N=CN=C1)C1CCCCC1)CC1=CC=C(C=C1)F)=O (3-(4-cylcohexyl-4-[1,2,4]triazol-1-ylmethyl-piperidin-1-yl)-2-(4-fluorobenzyl)-3-oxo-propionic acid methyl ester). Reactants: OC(C#CC1=NC(=CC=C1)C)C1CCN(CC1)C(=O)OC(C)(C)C (tert-Butyl 4-[1-hydroxy-3-(6-methylpyridin-2-yl)prop-2-ynyl]piperidine-1-carboxylate), C(C)N(CC)S(F)(F)F (diethylaminosulfur trifluoride). Run in C(Cl)Cl (CH2Cl2). Reaction conditions: time 2 hour. Product: FC(C#CC1=NC(=CC=C1)C)C1CCN(CC1)C(=O)OC(C)(C)C (tert-Butyl 4-[1-fluoro-3-(6-methylpyridin-2-yl)prop-2-yn-1-yl]piperidine-1-carboxylate). Yield: 46.3%. Reaction SMILES: O[CH:2]([CH:12]1[CH2:17][CH2:16][N:15]([C:18]([O:20][C:21]([CH3:24])([CH3:23])[CH3:22])=[O:19])[CH2:14][CH2:13]1)[C:3]#[C:4][C:5]1[CH:10]=[CH:9][CH:8]=[C:7]([CH3:11])[N:6]=1.C(N(S(F)(F)[F:31])CC)C>C(Cl)Cl>[F:31][CH:2]([CH:12]1[CH2:17][CH2:16][N:15]([C:18]([O:20][C:21]([CH3:24])([CH3:23])[CH3:22])=[O:19])[CH2:14][CH2:13]1)[C:3]#[C:4][C:5]1[CH:10]=[CH:9][CH:8]=[C:7]([CH3:11])[N:6]=1. Procedure: Into a solution of the Compound of Example 39 (300 mg, 0.91 mmol) in anhydrous CH2Cl2 (10 mL) cooled at −78° C. was dropped diethylaminosulfur trifluoride (144 μL, 1.01 mmol). The reaction mixture was kept at the same temperature for 2 h, then warmed up to r.t., quenched with water and extracted with CH2Cl2. The combined organic layers were washed with brine, dried on Na2SO4 and evaporated to dryness in vacuo to afford a residue, which was purified by automated flash liquid chromatography (Horiz... Reaction conditions: time 1 hour. Product: C(C)OC(CN(C(C1=CC=C(C=C1)OC(F)(F)F)=O)C1CC1)=O ([Cyclopropyl-(4-trifluoromethoxy-benzoyl)-amino]-acetic acid ethyl ester). Reported procedure: To a vigorously stirred solution of 4.9 g (34 mmol) of cyclopropylamino-acetic acid ethyl ester in 50 ml of CH2Cl2 and 25 ml of saturated sodium hydrogen carbonate was added a solution of 8.4 g (37 mmol) of 4-(trifluoromethoxy)benzoyl chloride in 10 ml of CH2Cl2 and the reaction stirred for 1 h. The organic phase was then separated, dried with sodium sulfate and concentrated. Purification by flash column chromatography [n-heptane/EtOAc 1:9 to 3:7] afforded 8.9 g (80%) of the title compound as a ... The solvent is C(Cl)Cl (CH2Cl2), C(O)([O-])=O.[Na+] (sodium hydrogen carbonate), C(Cl)Cl (CH2Cl2). As a reaction SMILES: [CH2:1]([O:3][C:4](=[O:10])[CH2:5][NH:6][CH:7]1[CH2:9][CH2:8]1)[CH3:2].[F:11][C:12]([F:24])([F:23])[O:13][C:14]1[CH:22]=[CH:21][C:17]([C:18](Cl)=[O:19])=[CH:16][CH:15]=1>C(Cl)Cl.C(=O)([O-])O.[Na+]>[CH2:1]([O:3][C:4](=[O:10])[CH2:5][N:6]([CH:7]1[CH2:9][CH2:8]1)[C:18](=[O:19])[C:17]1[CH:21]=[CH:22][C:14]([O:13][C:12]([F:11])([F:23])[F:24])=[CH:15][CH:16]=1)[CH3:2] |f:3.4|. Starting materials: C(C)OC(CNC1CC1)=O (cyclopropylamino-acetic acid ethyl ester), FC(OC1=CC=C(C(=O)Cl)C=C1)(F)F (4-(trifluoromethoxy)benzoyl chloride). The yield is 79.0%. Starting materials: BrCCCC1=CC=C(C=C1)S(=O)(=O)NC=1C=CC=C2C(=CNC12)Cl (4-(3-bromopropyl)-N-(3-chloro-1H-indole-7-yl)benzenesulfonamide), N1C=NC=C1 (imidazole), CN(C=O)C (dimethylformamide). The solvent is O (water). Reaction conditions: temperature 80 celsius. Yields the product ClC1=CNC2=C(C=CC=C12)NS(=O)(=O)C1=CC=C(C=C1)CCCN1C=NC=C1 (N-(3-Chloro-1H-indole-7-yl)-4-[3-(1-imidazolyl)propyl]benzenesulfonamide). Yield: 77.1%. Reaction SMILES: Br[CH2:2][CH2:3][CH2:4][C:5]1[CH:10]=[CH:9][C:8]([S:11]([NH:14][C:15]2[CH:16]=[CH:17][CH:18]=[C:19]3[C:23]=2[NH:22][CH:21]=[C:20]3[Cl:24])(=[O:13])=[O:12])=[CH:7][CH:6]=1.[NH:25]1[CH:29]=[CH:28][N:27]=[CH:26]1.CN(C)C=O>O>[Cl:24][C:20]1[C:19]2[C:23](=[C:15]([NH:14][S:11]([C:8]3[CH:9]=[CH:10][C:5]([CH2:4][CH2:3][CH2:2][N:25]4[CH:29]=[CH:28][N:27]=[CH:26]4)=[CH:6][CH:7]=3)(=[O:13])=[O:12])[CH:16]=[CH:17][CH:18]=2)[NH:22][CH:21]=1. Procedure details: To 4-(3-bromopropyl)-N-(3-chloro-1H-indole-7-yl)benzenesulfonamide (213 mg, 0.5 mmol) were added 170 mg (2.5 mmol) of imidazole and 6 ml of dimethylformamide, followed by heating at 80° C. for 3 hours in a nitrogen atmosphere. Then, the reaction mixture was poured into water and extracted with chloroform. The extract was dried over magnesium sulfate and concentrated. Then, the residue was purified by silica gel column chromatography, to give 160 mg of the title compound. Starting materials: Cc1ccc(C)c(N2CCN(C(=O)C3CN(S(=O)(=O)c4ccccc4)C(=O)N3C(=O)OCc3ccccc3)CC2)c1, CCOC(C)=O. Yields the product Cc1ccc(C)c(N2CCN(C(=O)C3CN(S(=O)(=O)c4ccccc4)C(=O)N3)CC2)c1. RXN SMILES: [CH2:1]([O:2][C:3](=[O:4])[N:11]1[C:12](=[O:41])[N:13]([S:32](=[O:33])(=[O:34])[c:35]2[cH:36][cH:37][cH:38][cH:39][cH:40]2)[CH2:14][CH:15]1[C:16](=[O:17])[N:18]1[CH2:19][CH2:20][N:21]([c:24]2[c:25]([CH3:31])[cH:26][cH:27][c:28]([CH3:30])[cH:29]2)[CH2:22][CH2:23]1)[c:5]1[cH:6][cH:7][cH:8][cH:9][cH:10]1.[CH3:42][CH2:43][O:44][C:45](=[O:46])[CH3:47]>>[NH:11]1[C:12](=[O:41])[N:13]([S:32](=[O:33])(=[O:34])[c:35]2[cH:36][cH:37][cH:38][cH:39][cH:40]2)[CH2:14][CH:15]1[C:16](=[O:17])[N:18]1[CH2:19][CH2:20][N:21]([c:24]2[c:25]([CH3:31])[cH:26][cH:27][c:28]([CH3:30])[cH:29]2)[CH2:22][CH2:23]1. Starting materials: Cc1ccc(N)cc1-c1ccc(C(=O)NCC2CC2)cc1, O=C(O)C1CC1. Product: Cc1ccc(NC(=O)C2CC2)cc1-c1ccc(C(=O)NCC2CC2)cc1. Reaction SMILES: [NH2:1][c:2]1[cH:3][cH:4][c:5]([CH3:21])[c:6](-[c:8]2[cH:9][cH:10][c:11]([C:14](=[O:15])[NH:16][CH2:17][CH:18]3[CH2:19][CH2:20]3)[cH:12][cH:13]2)[cH:7]1.[OH:22][C:23](=[O:24])[CH:25]1[CH2:26][CH2:27]1>>[NH:1]([c:2]1[cH:3][cH:4][c:5]([CH3:21])[c:6](-[c:8]2[cH:9][cH:10][c:11]([C:14](=[O:15])[NH:16][CH2:17][CH:18]3[CH2:19][CH2:20]3)[cH:12][cH:13]2)[cH:7]1)[C:23](=[O:22])[CH:25]1[CH2:26][CH2:27]1.